Dataset: the Open Reaction Database (ORD), a public repository of structured organic reaction records. Task: describe an organic reaction: reactants, conditions, products, and yield Starting materials: ClC(C(=O)OC)CC1=C(C=C(C(=C1)N1N=C(N(C1=O)C(F)F)C)Cl)Cl (methyl 2-chloro-3-[2,4-dichloro-5-(4-difluoromethyl-4,5-dihydro-3-methyl-5-oxo-1H-l,2,4 -triazol-1-yl)phenyl]propionate), [H-].[Na+] (sodium hydride), ice water. Solvent: CN(C=O)C (N,N-dimethylformamide). Conditions: time 30 minute. The product is ClC1=C(C=C(C(=C1)Cl)N1N=C(N(C1=O)C(F)F)C)C=CC(=O)OC (methyl 3-[2,4-dichloro-5-(4-difluoromethyl-4,5-dihydro-3-methyl-5-oxo-1H-l,2,4-triazol-1-yl)phenyl]-2-propenoate). Isolated yield 43.1%. Reaction SMILES: Cl[CH:2]([CH2:7][C:8]1[CH:13]=[C:12]([N:14]2[C:18](=[O:19])[N:17]([CH:20]([F:22])[F:21])[C:16]([CH3:23])=[N:15]2)[C:11]([Cl:24])=[CH:10][C:9]=1[Cl:25])[C:3]([O:5][CH3:6])=[O:4].[H-].[Na+]>CN(C)C=O>[Cl:25][C:9]1[CH:10]=[C:11]([Cl:24])[C:12]([N:14]2[C:18](=[O:19])[N:17]([CH:20]([F:21])[F:22])[C:16]([CH3:23])=[N:15]2)=[CH:13][C:8]=1[CH:7]=[CH:2][C:3]([O:5][CH3:6])=[O:4] |f:1.2|. Procedure details: To a stirred, cold (0° C.) solution of 4.16 g (0.0100 mole) of methyl 2-chloro-3-[2,4-dichloro-5-(4-difluoromethyl-4,5-dihydro-3-methyl-5-oxo-1H-l,2,4 -triazol-1-yl)phenyl]propionate in 15 mL of N,N-dimethylformamide was added portionwise 0.29 g (0.012 mole) of sodium hydride. After complete addition the reaction mixture was allowed to warm to room temperature and was stirred for 30 minutes. The reaction mixture was heated at 60° C. for six hours, then was stirred at room temperature for approxi... The reactants are N1(CCCC1)CCN (2-Pyrrolidin-1-ylethylamine), CS(=O)(=O)C1=NC=CC(=N1)C=1C(=NN2C1C=CC(=C2)C(F)(F)F)C2=CC(=C(C=C2)F)Cl (4-[2-(3-chloro-4-fluorophenyl)-6-(trifluoromethyl)pyrazolo[1,5-a]pyridin-3-yl]pyrimidin-2-yl methyl sulfone). The solvent is O (water). Product: ClC=1C=C(C=CC1F)C1=NN2C(C=CC(=C2)C(F)(F)F)=C1C1=NC(=NC=C1)NCCN1CCCC1 (N-{4-[2-(3-chloro-4-fluorophenyl)-6-(trifluoromethyl)pyrazolo-[1,5-a]pyridin-3-yl]pyrimidin-2-yl}-N-(2-pyrrolidin-1-ylethyl)amine). Reaction SMILES: [N:1]1([CH2:6][CH2:7][NH2:8])[CH2:5][CH2:4][CH2:3][CH2:2]1.CS([C:13]1[N:18]=[C:17]([C:19]2[C:20]([C:32]3[CH:37]=[CH:36][C:35]([F:38])=[C:34]([Cl:39])[CH:33]=3)=[N:21][N:22]3[CH:27]=[C:26]([C:28]([F:31])([F:30])[F:29])[CH:25]=[CH:24][C:23]=23)[CH:16]=[CH:15][N:14]=1)(=O)=O>O>[Cl:39][C:34]1[CH:33]=[C:32]([C:20]2[C:19]([C:17]3[CH:16]=[CH:15][N:14]=[C:13]([NH:8][CH2:7][CH2:6][N:1]4[CH2:5][CH2:4][CH2:3][CH2:2]4)[N:18]=3)=[C:23]3[CH:24]=[CH:25][C:26]([C:28]([F:30])([F:31])[F:29])=[CH:27][N:22]3[N:21]=2)[CH:37]=[CH:36][C:35]=1[F:38]. Procedure details: 2-Pyrrolidin-1-ylethylamine (0.04 mL) and 4-[2-(3-chloro-4-fluorophenyl)-6-(trifluoromethyl)pyrazolo[1,5-a]pyridin-3-yl]pyrimidin-2-yl methyl sulfone (0.02 g) were mixed at room temperature and heated with an airgun until a homogenous melt was obtained (2 min). Upon cooling, water was added. The precipitated solid was filtered and dried to give the title compound as a beige solid (0.012 g); 1H NMR (d6-DMSO) δ 9.50(1H, s), 8.48(1H, bs), 8.18(1H, d), 7.83(1H, d), 7.68(1H, dd), 7.62(1H, m), 7.56(1H... Starting materials: C(C)(C)(C)OC(=O)NN=CC1=CC(=C(S1)C)C=1SC=C(N1)C=1C=C(OCC(=O)OC)C=CC1 (methyl 2-{3-[2-(5-{[(tert-butoxy)carbonylamino]iminomethyl}-2-methyl-3-thienyl)-1,3-thiazol-4-yl]phenoxy}acetate), [OH-].[Na+] (sodium hydroxide). Solvent: O1CCCC1 (tetrahydrofuran). Yields the product C(C)(C)(C)OC(=O)NN=CC1=CC(=C(S1)C)C=1SC=C(N1)C=1C=C(OCC(=O)O)C=CC1 (2-{3-[2-(5-{[(tert-butoxy)carbonylamino]iminomethyl}-2-methyl-3-thienyl)-1,3-thiazol-4-yl]phenoxy}acetic acid). Isolated yield 84.5%. Reaction SMILES: [C:1]([O:5][C:6]([NH:8][N:9]=[CH:10][C:11]1[S:15][C:14]([CH3:16])=[C:13]([C:17]2[S:18][CH:19]=[C:20]([C:22]3[CH:23]=[C:24]([CH:31]=[CH:32][CH:33]=3)[O:25][CH2:26][C:27]([O:29]C)=[O:28])[N:21]=2)[CH:12]=1)=[O:7])([CH3:4])([CH3:3])[CH3:2].[OH-].[Na+]>O1CCCC1>[C:1]([O:5][C:6]([NH:8][N:9]=[CH:10][C:11]1[S:15][C:14]([CH3:16])=[C:13]([C:17]2[S:18][CH:19]=[C:20]([C:22]3[CH:23]=[C:24]([CH:31]=[CH:32][CH:33]=3)[O:25][CH2:26][C:27]([OH:29])=[O:28])[N:21]=2)[CH:12]=1)=[O:7])([CH3:4])([CH3:2])[CH3:3] |f:1.2|. Reported procedure: A stirred solution of 50 mg (0.11 mmol) of methyl 2-{3-[2-(5-{[(tert-butoxy)carbonylamino]iminomethyl}-2-methyl-3-thienyl)-1,3-thiazol-4-yl]phenoxy}acetate was dissolved in tetrahydrofuran (10 mL) and treated 2M aqueous sodium hydroxide solution (2 mL) at room temperature for 1 h 10 min. The solvents were removed in vacuo. Purification by passing the solid through silica gel (1 inch in a 60 mL scintered-glass Büchner funnel) eluting with dichloromethane:methanol 8/2 (v:v) gave 2-{3-[2-(5-{[(tert... Starting materials: [BH4-], C1CCOC1, COC(=O)c1ccc2ccn(C(C)C)c2c1, [Li+]. Product: CC(C)n1ccc2ccc(CO)cc21. As a reaction SMILES: [BH4-:17].[CH2:19]1[O:20][CH2:21][CH2:22][CH2:23]1.[CH:1]([CH3:2])([CH3:3])[n:4]1[cH:5][cH:6][c:7]2[cH:8][cH:9][c:10]([C:13](=[O:14])[O:15][CH3:16])[cH:11][c:12]12.[Li+:18]>>[CH:1]([CH3:2])([CH3:3])[n:4]1[cH:5][cH:6][c:7]2[cH:8][cH:9][c:10]([CH2:13][OH:14])[cH:11][c:12]12. The reactants are CC1=C(NC2=C1C(N(CCC2)CCN2CCCCC2)=O)C=O (3-methyl-4-oxo-5-(2-piperidin-1-yl-ethyl)-1,4,5,6,7,8-hexahydro-pyrrolo[3,2-c]azepine-2-carbaldehyde), BrC=1C=C2CC(NC2=CC1)=O (5-bromo-1,3-dihydro-indol-2-one). Yields the product BrC=1C=C2/C(/C(NC2=CC1)=O)=C/C1=C(C=2C(N(CCCC2N1)CCN1CCCCC1)=O)C ((Z)-2-(5-bromo-2-oxo-1,2-dihydro-indol-3-ylidenemethyl)-3-methyl-5-(2-piperidin-1-yl-ethyl)-5,6,7,8-tetrahydro-1H-pyrrolo[3,2-c]azepin-4-one). Isolated yield 57.6%. Reaction SMILES: [CH3:1][C:2]1[C:6]2[C:7](=[O:20])[N:8]([CH2:12][CH2:13][N:14]3[CH2:19][CH2:18][CH2:17][CH2:16][CH2:15]3)[CH2:9][CH2:10][CH2:11][C:5]=2[NH:4][C:3]=1[CH:21]=O.[Br:23][C:24]1[CH:25]=[C:26]2[C:30](=[CH:31][CH:32]=1)[NH:29][C:28](=[O:33])[CH2:27]2>>[Br:23][C:24]1[CH:25]=[C:26]2[C:30](=[CH:31][CH:32]=1)[NH:29][C:28](=[O:33])/[C:27]/2=[CH:21]\[C:3]1[NH:4][C:5]2[CH2:11][CH2:10][CH2:9][N:8]([CH2:12][CH2:13][N:14]3[CH2:19][CH2:18][CH2:17][CH2:16][CH2:15]3)[C:7](=[O:20])[C:6]=2[C:2]=1[CH3:1]. Procedure details: The title compound was prepared under the same conditions as described in step 5 of Example 32 with 3-methyl-4-oxo-5-(2-piperidin-1-yl-ethyl)-1,4,5,6,7,8-hexahydro-pyrrolo[3,2-c]azepine-2-carbaldehyde 32d obtained from step 4 of Example 32 and 5-bromo-1,3-dihydro-indol-2-one as starting materials to obtain (Z)-2-(5-bromo-2-oxo-1,2-dihydro-indol-3-ylidenemethyl)-3-methyl-5-(2-piperidin-1-yl-ethyl)-5,6,7,8-tetrahydro-1H-pyrrolo[3,2-c]azepin-4-one 36 (43 mg, yield 57.6%) as a yellow solid. Starting materials: O=C1NC(C(N1)=O)P(OCC)(=O)OCC (diethyl 2,4-dioxoimidazolidine-5-phosphonate), [N+](=O)([O-])C1=C(C=O)C=C(C=C1)N1CC(CCC1)C(N(C1CCCCC1)C)=O (2-nitro-5-[3-(N-methyl-N-cyclohexylcarbamoyl)-1-piperidinyl]benzaldehyde). Yields the product C1(CCCCC1)N(C(=O)C1CN(CCC1)C1=CC(=C(C=C1)[N+](=O)[O-])C=C1C(NC(N1)=O)=O)C (N-Cyclohexyl-1-[3-[(2,4-dioxoimidazolidin-5-ylidene)methyl]-4-nitrophenyl]-N-methyl-3-piperidinecarboxamide). RXN SMILES: [O:1]=[C:2]1[NH:6][C:5](=[O:7])[CH:4](P(OCC)(=O)OCC)[NH:3]1.[N+:16]([C:19]1[CH:26]=[CH:25][C:24]([N:27]2[CH2:32][CH2:31][CH2:30][CH:29]([C:33](=[O:42])[N:34]([CH3:41])[CH:35]3[CH2:40][CH2:39][CH2:38][CH2:37][CH2:36]3)[CH2:28]2)=[CH:23][C:20]=1[CH:21]=O)([O-:18])=[O:17]>>[CH:35]1([N:34]([CH3:41])[C:33]([CH:29]2[CH2:30][CH2:31][CH2:32][N:27]([C:24]3[CH:25]=[CH:26][C:19]([N+:16]([O-:18])=[O:17])=[C:20]([CH:21]=[C:4]4[NH:3][C:2](=[O:1])[NH:6][C:5]4=[O:7])[CH:23]=3)[CH2:28]2)=[O:42])[CH2:40][CH2:39][CH2:38][CH2:37][CH2:36]1. Procedure details: Prepared from diethyl 2,4-dioxoimidazolidine-5-phosphonate and 2-nitro-5-[3-(N-methyl-N-cyclohexylcarbamoyl)-1-piperidinyl]benzaldehyde analogous to the procedure of Example (2-1), m.p. 153°-162° C., crystallized from MeOH-H2O.